The task is: describe an organic reaction: reactants, conditions, products, and yield. This data is from the Open Reaction Database (ORD), a public repository of structured organic reaction records. The reactants are CN(C)C=O, CCNc1nc(Cl)nc(NC(C)C(F)(F)F)n1, [N-]=[N+]=[N-], [Na+], O. The product is CCNc1nc(N=[N+]=[N-])nc(NC(C)C(F)(F)F)n1. RXN SMILES: [CH3:23][N:24]([CH3:25])[CH:26]=[O:27].[Cl:1][c:2]1[n:3][c:4]([NH:11][CH:12]([C:13]([F:14])([F:15])[F:16])[CH3:17])[n:5][c:6]([NH:8][CH2:9][CH3:10])[n:7]1.[N-:19]=[N+:20]=[N-:21].[Na+:18].[OH2:22]>>[c:2]1([N:19]=[N+:20]=[N-:21])[n:3][c:4]([NH:11][CH:12]([C:13]([F:14])([F:15])[F:16])[CH3:17])[n:5][c:6]([NH:8][CH2:9][CH3:10])[n:7]1. The reactants are C(CCC)=NCCCC (N-butylidenebutylamine), O1CC1(C)C (1,2-epoxy-2-methylpropane), 2Sm(THF)2. The solvent is O1CCCC1 (tetrahydrofuran). Conditions: time 5 hour. The product is C(CCC)N1C(OC(C1)(C)C)CCC (3-butyl-5,5-dimethyl-2-propyl-1,3-oxazolidine). Yield: 53.0%. RXN SMILES: [CH:1](=[N:5][CH2:6][CH2:7][CH2:8][CH3:9])[CH2:2][CH2:3][CH3:4].[O:10]1[C:12]([CH3:14])([CH3:13])[CH2:11]1>O1CCCC1>[CH2:1]([N:5]1[CH2:11][C:12]([CH3:14])([CH3:13])[O:10][CH:6]1[CH2:7][CH2:8][CH3:9])[CH2:2][CH2:3][CH3:4]. Procedure: A mixture of 1 mmol of N-butylidenebutylamine, 2 mmol of 1,2-epoxy-2-methylpropane, 0.05 mmol of Cp*2Sm(THF)2, and 1 ml of tetrahydrofuran was stirred at room temperature for 5 hours. Products in a reaction mixture were isolated through column chromatography to yield 3-butyl-5,5-dimethyl-2-propyl-1,3-oxazolidine in yield of 53%. Starting materials: COC(=O)C1(O)CC1, NS(=O)(=O)Oc1ccccc1. Yields the product COC(=O)C1(OS(N)(=O)=O)CC1. As a reaction SMILES: [CH3:12][O:13][C:14](=[O:15])[C:16]1([OH:19])[CH2:17][CH2:18]1.[c:1]1([O:7][S:8](=[O:2])([NH2:9])=[O:10])[cH:3][cH:4][cH:5][cH:6][cH:11]1>>[O:7]=[S:8]([NH2:9])(=[O:10])[O:19][C:16]1([C:14]([O:13][CH3:12])=[O:15])[CH2:17][CH2:18]1. Reactants: BrC1=CC=C(C=C1)C(CC1=NC=CC=C1)=O (1-(4-Bromophenyl)-2-(2-pyridinyl)-1-ethanone), [BH4-].[Na+] (NaBH4). Solvent: C(C)O (ethanol). Conditions: time 3 hour. Yields the product BrC1=CC=C(C=C1)C(CC1=NC=CC=C1)O (1-(4-Bromophenyl)-2-(2-pyridinyl)-1-ethanol). Reaction SMILES: [Br:1][C:2]1[CH:7]=[CH:6][C:5]([C:8](=[O:16])[CH2:9][C:10]2[CH:15]=[CH:14][CH:13]=[CH:12][N:11]=2)=[CH:4][CH:3]=1.[BH4-].[Na+]>C(O)C>[Br:1][C:2]1[CH:7]=[CH:6][C:5]([CH:8]([OH:16])[CH2:9][C:10]2[CH:15]=[CH:14][CH:13]=[CH:12][N:11]=2)=[CH:4][CH:3]=1 |f:1.2|. Procedure details: 1 mmol of the compound obtained in Step A is dissolved in 15 ml of ethanol, and 1.5 mmol of NaBH4 are added in two portions. The reaction mixture is stirred for 3 hours; the reaction is then quenched using 0.5 ml of acetic acid; the mixture is rendered basic with 10% NaOH, and extracted with dichloromethane (3×15 ml). The organic phase is dried over MgSO4, evaporated and the solid obtained is recrystallised from ethanol.